Dataset: the Open Reaction Database (ORD), a public repository of structured organic reaction records. Task: describe an organic reaction: reactants, conditions, products, and yield The reactants are BrC(C(=O)O)C1=NOC2=C1C=C(C=C2)Cl (alpha-bromo-5-chloro-1,2-benzisoxazole-3-acetic acid). Run in C1(=CC=CC=C1)C (toluene). Reaction conditions: temperature 96 celsius. Product: ClC=1C=CC2=C(C(=NO2)CBr)C1 (5-chloro-3-bromomethyl-1,2-benzisoxazole). Reaction SMILES: [Br:1][CH:2]([C:6]1[C:10]2[CH:11]=[C:12]([Cl:15])[CH:13]=[CH:14][C:9]=2[O:8][N:7]=1)C(O)=O>C1(C)C=CC=CC=1>[Cl:15][C:12]1[CH:13]=[CH:14][C:9]2[O:8][N:7]=[C:6]([CH2:2][Br:1])[C:10]=2[CH:11]=1. Reported procedure: A suspension of alpha-bromo-5-chloro-1,2-benzisoxazole-3-acetic acid (3.39 Kg, 11.7 moles) in toluene (12 L) is heated at 96° C. for 18 hours. The solution is cooled room temperature and washed with water (2×4 L), saturated sodium bicarbonate solution (2×4 L) and water (2×4 L) before drying over anhydrous sodium sulfate (1 Kg) and filtering. The filtrate is evaporated in vacuo to afford the crude 5-chloro-3-bromomethyl-1,2-benzisoxazole, m.p. 83-85° C.